This data is from the Open Reaction Database (ORD), a public repository of structured organic reaction records. The task is: describe an organic reaction: reactants, conditions, products, and yield Starting materials: [Li]CCCC, CCCCCC, CN(C)P(=O)(N(C)C)N(C)C, COC(=O)C(CCCCN=Cc1ccccc1)N=Cc1ccccc1, CC(C)[N-]C(C)C, ClCBr, [Li+], C1CCOC1. Yields the product COC(=O)C(CCl)(CCCCN=Cc1ccccc1)N=Cc1ccccc1. As a reaction SMILES: [CH2:9]([Li:10])[CH2:11][CH2:12][CH3:13].[CH3:47][CH2:48][CH2:49][CH2:50][CH2:51][CH3:52].[CH3:53][N:54]([P:55]([N:56]([CH3:57])[CH3:58])([N:59]([CH3:60])[CH3:61])=[O:62])[CH3:63].[CH:14]([c:15]1[cH:16][cH:17][cH:18][cH:19][cH:20]1)=[N:21][CH:22]([C:23](=[O:24])[O:25][CH3:26])[CH2:27][CH2:28][CH2:29][CH2:30][N:31]=[CH:32][c:33]1[cH:34][cH:35][cH:36][cH:37][cH:38]1.[CH:1]([N-:2][CH:3]([CH3:4])[CH3:5])([CH3:6])[CH3:7].[Cl:39][CH2:40][Br:41].[Li+:8].[O:42]1[CH2:43][CH2:44][CH2:45][CH2:46]1>>[CH:14]([c:15]1[cH:16][cH:17][cH:18][cH:19][cH:20]1)=[N:21][C:22]([C:23](=[O:24])[O:25][CH3:26])([CH2:27][CH2:28][CH2:29][CH2:30][N:31]=[CH:32][c:33]1[cH:34][cH:35][cH:36][cH:37][cH:38]1)[CH2:40][Cl:39]. Reactants: FC1=CC=C(CCC2=C(C=C(C(=O)O)C=C2)C(=O)OC)C=C1 (4-(4-fluorophenethyl)-3-methoxycarbonylbenzoic acid), O1CCCC1 (tetrahydrofuran), B (borane), O1CCCC1 (tetrahydrofuran). Solvent: CO (methanol). The product is FC1=CC=C(CCC2=C(C(=O)OC)C=C(C=C2)CO)C=C1 (methyl 2-(4-fluorophenethyl)-5-hydroxymethylbenzoate). Isolated yield 82.8%. RXN SMILES: [F:1][C:2]1[CH:22]=[CH:21][C:5]([CH2:6][CH2:7][C:8]2[CH:16]=[CH:15][C:11]([C:12](O)=[O:13])=[CH:10][C:9]=2[C:17]([O:19][CH3:20])=[O:18])=[CH:4][CH:3]=1.O1CCCC1.B>CO>[F:1][C:2]1[CH:22]=[CH:21][C:5]([CH2:6][CH2:7][C:8]2[CH:16]=[CH:15][C:11]([CH2:12][OH:13])=[CH:10][C:9]=2[C:17]([O:19][CH3:20])=[O:18])=[CH:4][CH:3]=1. Procedure details: A mixture of 4-(4-fluorophenethyl)-3-methoxycarbonylbenzoic acid (16.5 g, 54.88 mmol), tetrahydrofuran (500 ml) and borane in tetrahydrofuran (1M. complex, 218 mls, 218 mmol) was stirred under an inert atmosphere at reflux for 6 hours. The reaction was cooled to ambient temperature and methanol (1 L) was added. It was then evaporated to dryness to give a dark oil which was purified by flash column chromatography using iso-hexane/ethyl acetate (1:1) as eluant to give, as a clear gum, methyl 2-(4-... Run in COCCOC (DME). Procedure details: To a solution of 4-bromo-2-nitroaniline (4.8 g, 22 mmol) in DME (100 mL) was added pyridine-3-boronic acid 1,3-propanediol cyclic ester (4 g, 24 mmol), sodium bicarbonate (45 mL, 1M), and tetrakis(triphenylphosphine)palladium (0.05 eq). The resulting mixture was heated at 90° C. for 8 hours then cooled to room temperature. The solids were collected, washed with water, 5% EtOAc in Hexane and dried to afford the title compound (5 g). 1H NMR (CDCl3) δ 8.8 (d, 1H), 8.55 (m, 1H), 8.35 (d, 1H), 7.85 (... Reaction SMILES: Br[C:2]1[CH:8]=[CH:7][C:5]([NH2:6])=[C:4]([N+:9]([O-:11])=[O:10])[CH:3]=1.B1([C:18]2[CH:23]=[CH:22][CH:21]=[N:20][CH:19]=2)OCCCO1.C(=O)(O)[O-].[Na+]>COCCOC.C1C=CC([P]([Pd]([P](C2C=CC=CC=2)(C2C=CC=CC=2)C2C=CC=CC=2)([P](C2C=CC=CC=2)(C2C=CC=CC=2)C2C=CC=CC=2)[P](C2C=CC=CC=2)(C2C=CC=CC=2)C2C=CC=CC=2)(C2C=CC=CC=2)C2C=CC=CC=2)=CC=1>[N:20]1[CH:21]=[CH:22][CH:23]=[C:18]([C:2]2[CH:8]=[CH:7][C:5]([NH2:6])=[C:4]([N+:9]([O-:11])=[O:10])[CH:3]=2)[CH:19]=1 |f:2.3,^1:38,40,59,78|. The reactants are BrC1=CC(=C(N)C=C1)[N+](=O)[O-] (4-bromo-2-nitroaniline), B1(OCCCO1)C2=CN=CC=C2 (pyridine-3-boronic acid 1,3-propanediol cyclic ester), C([O-])(O)=O.[Na+] (sodium bicarbonate). The yield is 105.6%. The reagents and catalysts are C=1C=CC(=CC1)[P](C=2C=CC=CC2)(C=3C=CC=CC3)[Pd]([P](C=4C=CC=CC4)(C=5C=CC=CC5)C=6C=CC=CC6)([P](C=7C=CC=CC7)(C=8C=CC=CC8)C=9C=CC=CC9)[P](C=1C=CC=CC1)(C=1C=CC=CC1)C=1C=CC=CC1 (tetrakis(triphenylphosphine)palladium). Conditions: temperature 90 celsius. Yields the product N1=CC(=CC=C1)C1=CC(=C(N)C=C1)[N+](=O)[O-] (4-(Pyridin-3-yl)-2-nitroaniline). Reactants: Cl (hydrochloric acid), C(C)(=O)OCC (ethyl acetate), C(C)OC(CCCCCCN1[C@H](CCC1=O)CCC(C=1OC(=CC1)C1=C(C=CC=C1)C)O)=O (7-{(S)-2-[3-hydroxy-3-(5-o-tolyl-furan-2-yl)-propyl]-5-oxo-pyrrolidin-1-yl}-heptanoic acid ethyl ester), aqueous solution, [OH-].[Na+] (sodium hydroxide). Run in CO (methanol). Run at time 1 hour. Yields the product OC(CC[C@@H]1N(C(CC1)=O)CCCCCCC(=O)O)C=1OC(=CC1)C1=C(C=CC=C1)C (7-{(S)-2-[3-Hydroxy-3-(5-o-tolyl-furan-2-yl)-propyl]-5-oxo-pyrrolidin-1-yl}-heptanoic Acid). Isolated yield 84.4%. As a reaction SMILES: C([O:3][C:4](=[O:33])[CH2:5][CH2:6][CH2:7][CH2:8][CH2:9][CH2:10][N:11]1[C:15](=[O:16])[CH2:14][CH2:13][C@@H:12]1[CH2:17][CH2:18][CH:19]([OH:32])[C:20]1[O:21][C:22]([C:25]2[CH:30]=[CH:29][CH:28]=[CH:27][C:26]=2[CH3:31])=[CH:23][CH:24]=1)C.[OH-].[Na+].Cl.C(OCC)(=O)C>CO>[OH:32][CH:19]([C:20]1[O:21][C:22]([C:25]2[CH:30]=[CH:29][CH:28]=[CH:27][C:26]=2[CH3:31])=[CH:23][CH:24]=1)[CH2:18][CH2:17][C@H:12]1[CH2:13][CH2:14][C:15](=[O:16])[N:11]1[CH2:10][CH2:9][CH2:8][CH2:7][CH2:6][CH2:5][C:4]([OH:33])=[O:3] |f:1.2|. Reported procedure: The ester (54 mg) was dissolved in methanol (3 mL) and treated with 5 M aqueous solution of sodium hydroxide (0.5 mL) and stirred at ambient temperature for 1 hour. 7-{(S)-2-[3-hydroxy-3-(5-o-tolyl-furan-2-yl)-propyl]-5-oxo-pyrrolidin-1-yl}-heptanoic acid (54) (71) (45 mg, 0.10 mmol) resulted upon treatment with 1 M aqueous hydrochloric acid and extraction with ethyl acetate: MS: 428 [(M+H)+]. Procedure details: 5-Bromo-2-ethoxypyridine (0.235 g, 1.16 mmol), [2′-[(tert-butoxycarbonyl-ethyl-amino)-methyl]-6-methoxy-4′-(4,4,5,5-tetramethyl-[1,3,2]dioxaborolan-2-yl)-biphenyl-3-yl]-acetic acid ethyl ester (0.500 g, 0.903 mmol), and potassium carbonate (0.313 g, 2.3 mmol) were combined in DME (5 mL) and water (2.5 mL) under nitrogen. The mixture was purged with nitrogen, and then tetrakis(triphenylphosphine)palladium(0) (0.052 g, 0.045 mmol) was added, and the reaction was heated to 85° C. for 6 hours. Once ... Reagents/catalysts: C=1C=CC(=CC1)[P](C=2C=CC=CC2)(C=3C=CC=CC3)[Pd]([P](C=4C=CC=CC4)(C=5C=CC=CC5)C=6C=CC=CC6)([P](C=7C=CC=CC7)(C=8C=CC=CC8)C=9C=CC=CC9)[P](C=1C=CC=CC1)(C=1C=CC=CC1)C=1C=CC=CC1 (tetrakis(triphenylphosphine)palladium(0)). Reaction conditions: temperature 85 celsius. The product is C(C)OC(CC=1C=C(C(=CC1)OC)C1=C(C=C(C=C1)C=1C=NC(=CC1)OCC)CN(CC)C(=O)OC(C)(C)C)=O ([2′-[(tert-Butoxycarbonyl-ethyl-amino)-methyl]-4′-(6-ethoxy-pyridin-3-yl)-6-methoxy-biphenyl-3-yl]-acetic acid ethyl ester). Starting materials: BrC=1C=CC(=NC1)OCC (5-Bromo-2-ethoxypyridine), C(C)OC(CC=1C=C(C(=CC1)OC)C1=C(C=C(C=C1)B1OC(C(O1)(C)C)(C)C)CN(CC)C(=O)OC(C)(C)C)=O ([2′-[(tert-butoxycarbonyl-ethyl-amino)-methyl]-6-methoxy-4′-(4,4,5,5-tetramethyl-[1,3,2]dioxaborolan-2-yl)-biphenyl-3-yl]-acetic acid ethyl ester), C([O-])([O-])=O.[K+].[K+] (potassium carbonate). RXN SMILES: Br[C:2]1[CH:3]=[CH:4][C:5]([O:8][CH2:9][CH3:10])=[N:6][CH:7]=1.[CH2:11]([O:13][C:14](=[O:50])[CH2:15][C:16]1[CH:17]=[C:18]([C:24]2[CH:29]=[CH:28][C:27](B3OC(C)(C)C(C)(C)O3)=[CH:26][C:25]=2[CH2:39][N:40]([C:43]([O:45][C:46]([CH3:49])([CH3:48])[CH3:47])=[O:44])[CH2:41][CH3:42])[C:19]([O:22][CH3:23])=[CH:20][CH:21]=1)[CH3:12].C(=O)([O-])[O-].[K+].[K+]>COCCOC.C(OCC)(=O)C.O.C1C=CC([P]([Pd]([P](C2C=CC=CC=2)(C2C=CC=CC=2)C2C=CC=CC=2)([P](C2C=CC=CC=2)(C2C=CC=CC=2)C2C=CC=CC=2)[P](C2C=CC=CC=2)(C2C=CC=CC=2)C2C=CC=CC=2)(C2C=CC=CC=2)C2C=CC=CC=2)=CC=1>[CH2:11]([O:13][C:14](=[O:50])[CH2:15][C:16]1[CH:17]=[C:18]([C:24]2[CH:29]=[CH:28][C:27]([C:2]3[CH:7]=[N:6][C:5]([O:8][CH2:9][CH3:10])=[CH:4][CH:3]=3)=[CH:26][C:25]=2[CH2:39][N:40]([C:43]([O:45][C:46]([CH3:47])([CH3:49])[CH3:48])=[O:44])[CH2:41][CH3:42])[C:19]([O:22][CH3:23])=[CH:20][CH:21]=1)[CH3:12] |f:2.3.4,^1:73,75,94,113|. Run in O (water), COCCOC (DME), C(C)(=O)OCC (ethyl acetate), O (water). Starting materials: ClC1=CC=C(S1)S(=O)(=O)N(C1(CC1)C(=O)O)CC (1-[(5-chloro-2-thienyl)sulfonyl-ethyl-amino]cyclopropanecarboxylic acid), CCOC(=O)OC(=O)OCC (DEPC), C(C)OC1=NC(=CC(=C1)CN)C1=CC=C(C=C1)C(F)(F)F ([2-ethoxy-6-[4-(trifluoromethyl)phenyl]-4-pyridyl]methanamine). Run in C1CCOC1 (THF). Yields the product ClC1=CC=C(S1)S(=O)(=O)N(C1(CC1)C(=O)NCC1=CC(=NC(=C1)C1=CC=C(C=C1)C(F)(F)F)OC)CC (1-[(5-chloro-2-thienyl)sulfonyl-ethyl-amino]-N-[[2-methoxy-6-[4-(trifluoromethyl)phenyl]-4-pyridyl]methyl]cyclopropanecarboxamide). Isolated yield 25.2%. As a reaction SMILES: [Cl:1][C:2]1[S:6][C:5]([S:7]([N:10]([CH2:17][CH3:18])[C:11]2([C:14]([OH:16])=O)[CH2:13][CH2:12]2)(=[O:9])=[O:8])=[CH:4][CH:3]=1.CCOC(OC(OCC)=O)=O.[CH2:30]([O:32][C:33]1[CH:38]=[C:37]([CH2:39][NH2:40])[CH:36]=[C:35]([C:41]2[CH:46]=[CH:45][C:44]([C:47]([F:50])([F:49])[F:48])=[CH:43][CH:42]=2)[N:34]=1)C>C1COCC1>[Cl:1][C:2]1[S:6][C:5]([S:7]([N:10]([CH2:17][CH3:18])[C:11]2([C:14]([NH:40][CH2:39][C:37]3[CH:36]=[C:35]([C:41]4[CH:42]=[CH:43][C:44]([C:47]([F:48])([F:49])[F:50])=[CH:45][CH:46]=4)[N:34]=[C:33]([O:32][CH3:30])[CH:38]=3)=[O:16])[CH2:12][CH2:13]2)(=[O:8])=[O:9])=[CH:4][CH:3]=1. Procedure details: A solution of acid 18 (281 mg, 0.90 mmol) in THF (20 mL) was added with DEPC (0.18 mL, 1.3 mol eq) and the mixture was stirred at room temperature several minutes. Then [2-ethoxy-6-[4-(trifluoromethyl)phenyl]-4-pyridyl]methanamine 27L (300 mg, 1.1 mol eq) and a catalytic amount of TEA were added, then the reaction mixture was stirred at room temperature overnight. The solvent was removed under reduced pressure, water was added to the residue that is extracted with EtOAc (3×35 mL) and washed with... Reactants: Cc1nc2ccc(CBr)cc2c(=O)[nH]1, CCN, CC#N. Reaction SMILES: [Br:1][CH2:2][c:3]1[cH:4][c:5]2[c:6](=[O:14])[nH:7][c:8]([CH3:13])[n:9][c:10]2[cH:11][cH:12]1.[CH3:15][CH2:16][NH2:17].[CH3:18][C:19]#[N:20]>>[CH2:2]([c:3]1[cH:4][c:5]2[c:6](=[O:14])[nH:7][c:8]([CH3:13])[n:9][c:10]2[cH:11][cH:12]1)[NH:17][CH2:16][CH3:15]. Yields the product CCNCc1ccc2nc(C)[nH]c(=O)c2c1. The reagents and catalysts are [Pd] (Pd/C). The reactants are N1=C2C(=NC=C1)CN(C=C2)C(=O)OCC (ethyl pyrido[3,4-b]pyrazine-6(5H)-carboxylate). The solvent is CCOC(=O)C (EtOAc). Product: N1=C2C(=NC=C1)CN(CC2)C(=O)OCC (ethyl 7,8-dihydropyrido[3,4-b]pyrazine-6(5H)-carboxylate). Procedure details: To a solution of ethyl pyrido[3,4-b]pyrazine-6(5H)-carboxylate (149 mg, 0.726 mmol) in EtOAc (25 mL) is added 10% Pd/C (100 mg). The mixture is hydrogenated at 30 psi. overnight. The mixture is filtered through Celite and the solvent removed under vacuum to yield the title compound. MS (+VE) m/z 208.16 (M++1). RXN SMILES: [N:1]1[CH:6]=[CH:5][N:4]=[C:3]2[CH2:7][N:8]([C:11]([O:13][CH2:14][CH3:15])=[O:12])[CH:9]=[CH:10][C:2]=12>CCOC(C)=O.[Pd]>[N:1]1[CH:6]=[CH:5][N:4]=[C:3]2[CH2:7][N:8]([C:11]([O:13][CH2:14][CH3:15])=[O:12])[CH2:9][CH2:10][C:2]=12. The reactants are O=C([O-])[O-], [Cs+], [Cs+], CCOC(=O)c1nc(I)c2c(-c3ccc(OC)cc3)noc2c1O, OB(O)c1ccccc1, c1ccc(P(c2ccccc2)(c2ccccc2)[Pd](P(c2ccccc2)(c2ccccc2)c2ccccc2)(P(c2ccccc2)(c2ccccc2)c2ccccc2)P(c2ccccc2)(c2ccccc2)c2ccccc2)cc1. Yields the product CCOC(=O)c1nc(-c2ccccc2)c2c(-c3ccc(OC)cc3)noc2c1O. RXN SMILES: [C:34](=[O:35])([O-:36])[O-:37].[Cs+:38].[Cs+:39].[OH:1][c:2]1[c:3]2[c:4]([c:5]([I:13])[n:6][c:7]1[C:8](=[O:9])[O:10][CH2:11][CH3:12])[c:14](-[c:17]1[cH:18][cH:19][c:20]([O:23][CH3:24])[cH:21][cH:22]1)[n:15][o:16]2.[OH:25][B:26]([OH:27])[c:28]1[cH:29][cH:30][cH:31][cH:32][cH:33]1.[cH:40]1[cH:41][cH:42][c:43]([P:44]([Pd:45]([P:46]([c:47]2[cH:48][cH:49][cH:50][cH:51][cH:52]2)([c:53]2[cH:54][cH:55][cH:56][cH:57][cH:58]2)[c:59]2[cH:60][cH:61][cH:62][cH:63][cH:64]2)([P:65]([c:66]2[cH:67][cH:68][cH:69][cH:70][cH:71]2)([c:72]2[cH:73][cH:74][cH:75][cH:76][cH:77]2)[c:78]2[cH:79][cH:80][cH:81][cH:82][cH:83]2)[P:84]([c:85]2[cH:86][cH:87][cH:88][cH:89][cH:90]2)([c:91]2[cH:92][cH:93][cH:94][cH:95][cH:96]2)[c:97]2[cH:98][cH:99][cH:100][cH:101][cH:102]2)([c:103]2[cH:104][cH:105][cH:106][cH:107][cH:108]2)[c:109]2[cH:110][cH:111][cH:112][cH:113][cH:114]2)[cH:115][cH:116]1>>[OH:1][c:2]1[c:3]2[c:4]([c:5](-[c:28]3[cH:29][cH:30][cH:31][cH:32][cH:33]3)[n:6][c:7]1[C:8](=[O:9])[O:10][CH2:11][CH3:12])[c:14](-[c:17]1[cH:18][cH:19][c:20]([O:23][CH3:24])[cH:21][cH:22]1)[n:15][o:16]2.